Dataset: the Open Reaction Database (ORD), a public repository of structured organic reaction records. Task: describe an organic reaction: reactants, conditions, products, and yield The reactants are COC(=O)c1ccc2cc(C(C)(C)C)ccc2c1, CO, [Na+], [OH-]. Product: CC(C)(C)c1ccc2cc(C(=O)O)ccc2c1. Reaction SMILES: [C:1]([CH3:2])([CH3:3])([CH3:4])[c:5]1[cH:6][c:7]2[cH:8][cH:9][c:10]([C:15](=[O:16])[O:17][CH3:18])[cH:11][c:12]2[cH:13][cH:14]1.[CH3:21][OH:22].[Na+:20].[OH-:19]>>[C:1]([CH3:2])([CH3:3])([CH3:4])[c:5]1[cH:6][c:7]2[cH:8][cH:9][c:10]([C:15](=[O:16])[OH:17])[cH:11][c:12]2[cH:13][cH:14]1.